Dataset: the Open Reaction Database (ORD), a public repository of structured organic reaction records. Task: describe an organic reaction: reactants, conditions, products, and yield Starting materials: O=C([O-])[O-], CCN(CC)C(C)C, CN1CCCC1=O, [K+], [K+], OCCN1CCCCC1, O=C(O)c1[nH]c2ccccc2c1Nc1ccncc1. The product is O=C(OCCN1CCCCC1)c1[nH]c2ccccc2c1Nc1ccncc1. RXN SMILES: [C:37](=[O:38])([O-:39])[O-:40].[CH2:20]([N:21]([CH2:22][CH3:23])[CH:24]([CH3:25])[CH3:26])[CH3:27].[CH3:43][N:44]1[CH2:45][CH2:46][CH2:47][C:48]1=[O:49].[K+:41].[K+:42].[N:28]1([CH2:34][CH2:35][OH:36])[CH2:29][CH2:30][CH2:31][CH2:32][CH2:33]1.[n:1]1[cH:2][cH:3][c:4]([NH:7][c:8]2[c:9]([C:17](=[O:18])[OH:19])[nH:10][c:11]3[cH:12][cH:13][cH:14][cH:15][c:16]23)[cH:5][cH:6]1>>[n:1]1[cH:2][cH:3][c:4]([NH:7][c:8]2[c:9]([C:17]([O:18][CH2:35][CH2:34][N:28]3[CH2:29][CH2:30][CH2:31][CH2:32][CH2:33]3)=[O:19])[nH:10][c:11]3[cH:12][cH:13][cH:14][cH:15][c:16]23)[cH:5][cH:6]1. Starting materials: CI, [H-], [Na+], CN(C)C=O, O, COc1ccc(C=O)cc1-c1ccc2[nH]ccc2c1. Product: COc1ccc(C=O)cc1-c1ccc2c(ccn2C)c1. RXN SMILES: [CH3:22][I:23].[H-:21].[Na+:20].[O:25]=[CH:26][N:27]([CH3:28])[CH3:29].[OH2:24].[nH:1]1[cH:2][cH:3][c:4]2[cH:5][c:6](-[c:10]3[cH:11][c:12]([CH:13]=[O:14])[cH:15][cH:16][c:17]3[O:18][CH3:19])[cH:7][cH:8][c:9]12>>[n:1]1([CH3:22])[cH:2][cH:3][c:4]2[cH:5][c:6](-[c:10]3[cH:11][c:12]([CH:13]=[O:14])[cH:15][cH:16][c:17]3[O:18][CH3:19])[cH:7][cH:8][c:9]12. The reactants are CCCc1cc(C#N)ccc1OCCCOc1ccc2c(c1)CCC2CC(=O)OCC, CCNCC, CN(C)C=O, S. The product is CCCc1cc(C(N)=S)ccc1OCCCOc1ccc2c(c1)CCC2CC(=O)OCC. As a reaction SMILES: [C:1](#[N:2])[c:3]1[cH:4][c:5]([CH2:29][CH2:30][CH3:31])[c:6]([O:7][CH2:8][CH2:9][CH2:10][O:11][c:12]2[cH:13][c:14]3[c:18]([cH:19][cH:20]2)[CH:17]([CH2:21][C:22](=[O:23])[O:24][CH2:25][CH3:26])[CH2:16][CH2:15]3)[cH:27][cH:28]1.[CH2:33]([NH:34][CH2:35][CH3:36])[CH3:37].[O:38]=[CH:39][N:40]([CH3:41])[CH3:42].[SH2:32]>>[C:1]([NH2:2])([c:3]1[cH:4][c:5]([CH2:29][CH2:30][CH3:31])[c:6]([O:7][CH2:8][CH2:9][CH2:10][O:11][c:12]2[cH:13][c:14]3[c:18]([cH:19][cH:20]2)[CH:17]([CH2:21][C:22](=[O:23])[O:24][CH2:25][CH3:26])[CH2:16][CH2:15]3)[cH:27][cH:28]1)=[S:32]. Reactants: N[C@H]([C@@H](CN(S(=O)(=O)C1=CC2=C(OCO2)C=C1)CC(C)C)O)CC1=CC=C(C=C1)OCC1=CC=CC=C1 (N-{(2R,3S)-3-Amino-4-[4-(benzyloxy)phenyl]-2-hydroxybutyl}-N-isobutyl-1,3-benzodioxole-5-sulfonamide), C(OC1COC2OCCCC21)(OC2=CC=C(C=C2)[N+](=O)[O-])=O.C(C)(C)N(CC)C(C)C.C(C)#N (hexahydro-4H-furo[2,3-b]pyran-3-yl 4-nitrophenyl carbonate diisopropylethylamine acetonitrile). Run in ClCCl.CO (dichloromethane methanol). The product is O1COC2=C1C=CC(=C2)S(=O)(=O)N(C[C@H]([C@H](CC2=CC=C(C=C2)OCC2=CC=CC=C2)NC(OC2COC1OCCCC12)=O)O)CC(C)C (Hexahydro-4H-furo[2,3-b]pyran-3-yl (1S,2R)-3-[(1,3-benzodioxol-5-ylsulfonyl)(isobutyl)amino]-1-[4-(benzyloxy)benzyl]-2-hydroxypropylcarbamate). As a reaction SMILES: [NH2:1][C@@H:2]([CH2:23][C:24]1[CH:29]=[CH:28][C:27]([O:30][CH2:31][C:32]2[CH:37]=[CH:36][CH:35]=[CH:34][CH:33]=2)=[CH:26][CH:25]=1)[C@H:3]([OH:22])[CH2:4][N:5]([CH2:18][CH:19]([CH3:21])[CH3:20])[S:6]([C:9]1[CH:17]=[CH:16][C:12]2[O:13][CH2:14][O:15][C:11]=2[CH:10]=1)(=[O:8])=[O:7].[C:38](=O)([O:49]C1C=CC([N+]([O-])=O)=CC=1)[O:39][CH:40]1[CH:48]2[CH:43]([O:44][CH2:45][CH2:46][CH2:47]2)[O:42][CH2:41]1.C(N(C(C)C)CC)(C)C.C(#N)C>ClCCl.CO>[O:13]1[C:12]2[CH:16]=[CH:17][C:9]([S:6]([N:5]([CH2:18][CH:19]([CH3:20])[CH3:21])[CH2:4][C@@H:3]([OH:22])[C@@H:2]([NH:1][C:38](=[O:49])[O:39][CH:40]3[CH:48]4[CH:43]([O:44][CH2:45][CH2:46][CH2:47]4)[O:42][CH2:41]3)[CH2:23][C:24]3[CH:25]=[CH:26][C:27]([O:30][CH2:31][C:32]4[CH:33]=[CH:34][CH:35]=[CH:36][CH:37]=4)=[CH:28][CH:29]=3)(=[O:7])=[O:8])=[CH:10][C:11]=2[O:15][CH2:14]1 |f:1.2.3,4.5|. Procedure: N-{(2R,3S)-3-Amino-4-[4-(benzyloxy)phenyl]-2-hydroxybutyl}-N-isobutyl-1,3-benzodioxole-5-sulfonamide was treated with hexahydro-4H-furo[2,3-b]pyran-3-yl 4-nitrophenyl carbonate/diisopropylethylamine/acetonitrile as previously described to afford after silica gel chromatography (dichloromethane/methanol, 49:1) the title diastereomers as a solid foams. Diastereomer A: 1H NMR (DMSO-d6): δ 0.76 (3H, d), 0.80 (3H, d), 1.2 (1H, br s) 1.6 (2H, br s), 1.9 (1H, br s), 2.1 (1H, br s), 2.4 (1H, br s), 2.75...